This data is from the Open Reaction Database (ORD), a public repository of structured organic reaction records. The task is: describe an organic reaction: reactants, conditions, products, and yield Starting materials: CCN=C=NCCCN(C)C, CC(CCC(=O)O)N(C)C, CN(C)c1ccncc1, CCOC(C)=O, Cl, O=C1OC(Cn2ccnn2)CN1c1ccc(-c2ccc(C3=NOC(CO)C3)nc2)c(F)c1, CN(C)C=O. Yields the product CC(CCC(=O)OCC1CC(c2ccc(-c3ccc(N4CC(Cn5ccnn5)OC4=O)cc3F)cn2)=NO1)N(C)C. As a reaction SMILES: [CH2:44]([N:45]=[C:46]=[N:47][CH2:48][CH2:49][CH2:50][N:51]([CH3:52])[CH3:53])[CH3:54].[CH3:33][N:34]([CH:35]([CH2:36][CH2:37][C:38](=[O:39])[OH:40])[CH3:41])[CH3:42].[CH3:60][N:61]([CH3:62])[c:63]1[cH:64][cH:65][n:66][cH:67][cH:68]1.[CH3:69][CH2:70][O:71][C:72]([CH3:73])=[O:74].[ClH:43].[F:1][c:2]1[cH:3][c:4]([N:21]2[C:22](=[O:32])[O:23][CH:24]([CH2:26][n:27]3[n:28][n:29][cH:30][cH:31]3)[CH2:25]2)[cH:5][cH:6][c:7]1-[c:8]1[cH:9][n:10][c:11]([C:14]2=[N:15][O:16][CH:17]([CH2:19][OH:20])[CH2:18]2)[cH:12][cH:13]1.[O:55]=[CH:56][N:57]([CH3:58])[CH3:59]>>[F:1][c:2]1[cH:3][c:4]([N:21]2[C:22](=[O:32])[O:23][CH:24]([CH2:26][n:27]3[n:28][n:29][cH:30][cH:31]3)[CH2:25]2)[cH:5][cH:6][c:7]1-[c:8]1[cH:9][n:10][c:11]([C:14]2=[N:15][O:16][CH:17]([CH2:19][O:20][C:38]([CH2:37][CH2:36][CH:35]([N:34]([CH3:33])[CH3:42])[CH3:41])=[O:39])[CH2:18]2)[cH:12][cH:13]1.